Dataset: the Open Reaction Database (ORD), a public repository of structured organic reaction records. Task: describe an organic reaction: reactants, conditions, products, and yield Starting materials: tetrabutylammonium salt, NC1=CC(=C(C(=O)NCCN(CC)CC)C=C1Cl)O (4-amino-5-chloro-N-[2-(diethylamino)ethyl]-2-hydroxybenzamide), BrC(C(C)=O)CC (3-bromo-2-pentanone). The solvent is C(C)#N (acetonitrile). Reaction conditions: time 3 hour. The product is NC1=CC(=C(C(=O)NCCN(CC)CC)C=C1Cl)OC(C(C)=O)CC (4-Amino-5-chloro-N-[2-(diethylamino)ethyl]-2-(pentan-2-on-3-yl)oxybenzamide). Yield: 20.3%. Reaction SMILES: [NH2:1][C:2]1[C:17]([Cl:18])=[CH:16][C:5]([C:6]([NH:8][CH2:9][CH2:10][N:11]([CH2:14][CH3:15])[CH2:12][CH3:13])=[O:7])=[C:4]([OH:19])[CH:3]=1.Br[CH:21]([CH2:25][CH3:26])[C:22](=[O:24])[CH3:23]>C(#N)C>[NH2:1][C:2]1[C:17]([Cl:18])=[CH:16][C:5]([C:6]([NH:8][CH2:9][CH2:10][N:11]([CH2:12][CH3:13])[CH2:14][CH3:15])=[O:7])=[C:4]([O:19][CH:21]([CH2:25][CH3:26])[C:22](=[O:24])[CH3:23])[CH:3]=1. Procedure: A solution of the tetrabutylammonium salt of 4-amino-5-chloro-N-[2-(diethylamino)ethyl]-2-hydroxybenzamide (10.5 g, 20 mmoles) (from Prepration No. 3) in acetonitrile (150 ml) was treated with 3-bromo-2-pentanone (3.3 g of 80%, 20 mmoles, contaminated with 15% of 1-bromo-2-pentanone) [obtained according to the procedure of E. T. Borrows, D. O. Holland and J. Kenyon, J. Chem. Soc. 1083, (1946)]. After 3 hours, the solvent was evaporated and the residue partitioned between ethyl acetate and water.... Starting materials: NC1=NC(=NC=C1/C=C/C(=O)OCC)OC (ethyl (2E)-3-(4-amino-2-methoxypyrimidin-5-yl)acrylate), C[O-].[Na+].CO (sodium methoxide methanol). The solvent is CO (methanol). Reaction conditions: time 4 hour. Product: COC=1N=CC2=C(N1)NC(C=C2)=O (2-methoxypyrido(2,3-d)pyrimidin-7(8H)-one). The yield is 79.7%. RXN SMILES: [NH2:1][C:2]1[C:7](/[CH:8]=[CH:9]/[C:10](OCC)=[O:11])=[CH:6][N:5]=[C:4]([O:15][CH3:16])[N:3]=1.C[O-].[Na+].CO>CO>[CH3:16][O:15][C:4]1[N:5]=[CH:6][C:7]2[CH:8]=[CH:9][C:10](=[O:11])[NH:1][C:2]=2[N:3]=1 |f:1.2.3|. Procedure: To a solution of 0.87 g of ethyl (2E)-3-(4-amino-2-methoxypyrimidin-5-yl)acrylate in 50 mL of methanol, 2.31 g of a 28% sodium methoxide/methanol solution was added at room temperature, and the mixture was heated under reflux while stirring for 4 hours. The reaction mixture was cooled to room temperature, and the solvent was then distilled off under reduced pressure. To the resultant residue, a saturated aqueous ammonium chloride solution and chloroform were added, the organic layer was separate... Reactants: C1CCOC1, [H-], CI, [Na+], CC(C)(C)OC(=O)N1CC(O)C1. Yields the product COC1CN(C(=O)OC(C)(C)C)C1. RXN SMILES: [CH2:17]1[O:18][CH2:19][CH2:20][CH2:21]1.[H-:1].[I:15][CH3:16].[Na+:2].[OH:3][CH:4]1[CH2:5][N:6]([C:8](=[O:9])[O:10][C:11]([CH3:12])([CH3:13])[CH3:14])[CH2:7]1>>[O:3]([CH:4]1[CH2:5][N:6]([C:8](=[O:9])[O:10][C:11]([CH3:12])([CH3:13])[CH3:14])[CH2:7]1)[CH3:16].